describe an organic reaction: reactants, conditions, products, and yield From a dataset of the Open Reaction Database (ORD), a public repository of structured organic reaction records. Starting materials: Ic1ccccc1-c1ccccc1, CC(C)C(=O)Nc1cccc(C2CCN(Cc3ccc4[nH]ccc4c3)CC2)c1. The product is CC(C)C(=O)Nc1cccc(C2CCN(Cc3ccc4c(ccn4-c4ccccc4-c4ccccc4)c3)CC2)c1. As a reaction SMILES: [I:1][c:2]1[c:3](-[c:8]2[cH:9][cH:10][cH:11][cH:12][cH:13]2)[cH:4][cH:5][cH:6][cH:7]1.[nH:14]1[cH:15][cH:16][c:17]2[cH:18][c:19]([CH2:23][N:24]3[CH2:25][CH2:26][CH:27]([c:30]4[cH:31][c:32]([NH:36][C:37]([CH:38]([CH3:39])[CH3:40])=[O:41])[cH:33][cH:34][cH:35]4)[CH2:28][CH2:29]3)[cH:20][cH:21][c:22]12>>[c:2]1(-[n:14]2[cH:15][cH:16][c:17]3[cH:18][c:19]([CH2:23][N:24]4[CH2:25][CH2:26][CH:27]([c:30]5[cH:31][c:32]([NH:36][C:37]([CH:38]([CH3:39])[CH3:40])=[O:41])[cH:33][cH:34][cH:35]5)[CH2:28][CH2:29]4)[cH:20][cH:21][c:22]23)[c:3](-[c:8]2[cH:9][cH:10][cH:11][cH:12][cH:13]2)[cH:4][cH:5][cH:6][cH:7]1. Reactants: CC#N, CCN(C(C)C)C(C)C, O=C=NCc1ccc(Cl)c(Cl)c1, COC(=O)NS(=O)(=O)c1ccc(N)cc1. Yields the product COC(=O)NS(=O)(=O)c1ccc(NC(=O)NCc2ccc(Cl)c(Cl)c2)cc1. As a reaction SMILES: [CH3:37][C:38]#[N:39].[CH:16]([N:17]([CH2:18][CH3:19])[CH:20]([CH3:21])[CH3:22])([CH3:23])[CH3:24].[Cl:25][c:26]1[cH:27][c:28]([CH2:29][N:30]=[C:31]=[O:32])[cH:33][cH:34][c:35]1[Cl:36].[NH2:1][c:2]1[cH:3][cH:4][c:5]([S:8](=[O:9])(=[O:10])[NH:11][C:12]([O:13][CH3:14])=[O:15])[cH:6][cH:7]1>>[NH:1]([c:2]1[cH:3][cH:4][c:5]([S:8](=[O:9])(=[O:10])[NH:11][C:12]([O:13][CH3:14])=[O:15])[cH:6][cH:7]1)[C:31]([NH:30][CH2:29][c:28]1[cH:27][c:26]([Cl:25])[c:35]([Cl:36])[cH:34][cH:33]1)=[O:32]. The reactants are C=C(C(=O)c1cc2cc(C(=O)O)oc2c(C)c1C)C(C)C, O, O=S(=O)(O)O. The product is Cc1c2c(c3cc(C(=O)O)oc3c1C)CC(C(C)C)C2=O. As a reaction SMILES: [CH2:1]=[C:2]([C:3](=[O:4])[c:5]1[c:6]([CH3:18])[c:7]([CH3:17])[c:8]2[c:9]([cH:10][c:11]([C:13](=[O:14])[OH:15])[o:12]2)[cH:16]1)[CH:19]([CH3:20])[CH3:21].[OH2:27].[S:22](=[O:23])(=[O:24])([OH:25])[OH:26]>>[CH2:1]1[CH:2]([CH:19]([CH3:20])[CH3:21])[C:3](=[O:4])[c:5]2[c:6]([CH3:18])[c:7]([CH3:17])[c:8]3[c:9]([cH:10][c:11]([C:13](=[O:14])[OH:15])[o:12]3)[c:16]21.